This data is from the Open Reaction Database (ORD), a public repository of structured organic reaction records. The task is: describe an organic reaction: reactants, conditions, products, and yield Reactants: CC(C(=O)NC1=C(C=NC=C1)CC(C(=O)OCC)=O)(C)C (ethyl 4-trimethylacetamido-3-pyridylpyruvate), [OH-].[K+] (potassium hydroxide), C(C)(=O)C1=CC=CC=C1 (acetophenone). Solvent: C(C)O (ethanol), O (water). Run at time 6 hour. The product is C1(=CC=CC=C1)C1=CC(=C2C(=N1)C=CN=C2)C(=O)O ((2-phenylpyridino[4,3-b]pyridin-4-yl) carboxylic acid). RXN SMILES: CC(C)(C)C([NH:5][C:6]1[CH:11]=[CH:10][N:9]=[CH:8][C:7]=1[CH2:12][C:13](=[O:19])C(OCC)=O)=O.[OH-:22].[K+].[C:24]([C:27]1[CH:32]=[CH:31][CH:30]=[CH:29][CH:28]=1)(=O)[CH3:25]>C(O)C.O>[C:27]1([C:24]2[N:5]=[C:6]3[CH:11]=[CH:10][N:9]=[CH:8][C:7]3=[C:12]([C:13]([OH:19])=[O:22])[CH:25]=2)[CH:32]=[CH:31][CH:30]=[CH:29][CH:28]=1 |f:1.2|. Procedure details: A mixture of 3.59 g of ethyl 4-trimethylacetamido-3-pyridylpyruvate, 2.89 g of potassium hydroxide in 10 mL of ethanol and 40 mL of water is heated at reflux for 2 hours. At this time 3.1 g of acetophenone is added and refluxing is continued for 6 hours. The ethanol is removed in vacuo, the resulting aqueous solution is washed with ether and the aqueous layer is acidified to pH5. The product is collected washed with water and dried to afford (2-phenylpyridino[4,3-b]pyridin-4-yl) carboxylic acid ... As a reaction SMILES: N[C:2]1[CH:7]=[N:6][C:5]([C:8]([F:11])([F:10])[F:9])=[CH:4][N:3]=1.FC(F)(F)C1N=CC(=O)NC=1.C([O-])(O)=O.[Na+].O=P(Cl)(Cl)[Cl:30]>OS(O)(=O)=O>[Cl:30][C:2]1[CH:7]=[N:6][C:5]([C:8]([F:11])([F:10])[F:9])=[CH:4][N:3]=1 |f:2.3|. The reagents and catalysts are OS(=O)(=O)O (H2SO4). Product: ClC1=NC=C(N=C1)C(F)(F)F (2-Chloro-5-trifluoromethylpyrazine). Reactants: NC1=NC=C(N=C1)C(F)(F)F (2-Amino-5-trifluoromethylpyrazine), C(=O)(O)[O-].[Na+] (NaHCO3), O=P(Cl)(Cl)Cl (POCl3), FC(C=1N=CC(NC1)=O)(F)F (5-trifluoromethylpyrazin-2-one), FC(C=1N=CC(NC1)=O)(F)F (5-Trifluoromethylpyrazin-2-one). Reported procedure: 2-Amino-5-trifluoromethylpyrazine (Miesel, U.S. Pat. No. 4,293,552) was converted into 5-trifluoromethylpyrazin-2-one (Fitzjohn, EP 408196). 5-Trifluoromethylpyrazin-2-one (0.5 g) was heated at reflux in POCl3 (3 ml) containing 1 drop of conc. H2SO4 for 3 h. The cooled mixture was poured onto ice and brought to pH 5 by addition of solid NaHCO3 and extracted (3×) with diethyl ether. The ethereal extracts were washed with water and brine, dried (Na2SO4) and evaporated to give the title compound (D... Starting materials: FC1=C(C(=O)O)C=C(C(=C1)F)F (2,4,5-trifluorobenzoic acid), [OH-].[Na+] (sodium hydroxide). Solvent: CN1C(N(CC1)C)=O (1,3-dimethyl-2-imidazolidinone). Conditions: temperature 130 celsius, time 3 hour. Product: FC=1C=C(C(C(=O)O)=CC1F)O (4,5-difluorosalicylic acid). Isolated yield 28.7%. Reaction SMILES: F[C:2]1[CH:10]=[C:9]([F:11])[C:8]([F:12])=[CH:7][C:3]=1[C:4]([OH:6])=[O:5].[OH-:13].[Na+]>CN1CCN(C)C1=O>[F:11][C:9]1[CH:10]=[C:2]([OH:13])[C:3](=[CH:7][C:8]=1[F:12])[C:4]([OH:6])=[O:5] |f:1.2|. Procedure details: 1.76 g (0.01 mole) of 2,4,5-trifluorobenzoic acid, 1.62 g (0.04 mole) of powdery 99% sodium hydroxide and 20 ml of 1,3-dimethyl-2-imidazolidinone were fed into a 100-ml four-necked flask provided with a thermometer, a stirrer and a reflux condenser. The mixture was stirred at 130° C. for 3 hours to give rise to a reaction. Then, the same post-treatment as in Example 1 was conducted to obtain 0.50 g of 4,5-difluorosalicylic acid. The isolated yield was 28.7% relative to the 2,4,5-trifluorobenzoic... The reactants are C(=O)CN(C(OC(C)(C)C)=O)C (tert-butyl formylmethyl-methylcarbamate), C(#N)[BH3-].[Na+] (sodium cyanoborohydride), CO.C(Cl)(Cl)Cl (MeOH CHCl3), CN(C(OC(C)(C)C)=O)CC=O (tert-butyl methyl(2-oxoethyl)carbamate), Cl.Cl.C(CCC)C1(CCNCC1)N(C)C (4-butyl-N,N-dimethylpiperidine-4-amine bis hydrochloride), C(#N)[BH3-].[Na+] (sodium cyanoborohydride). The solvent is C(C)(=O)O (acetic acid), CO (methanol), CO (methanol). Run at time 50 minute. Yields the product C(CCC)C1(CCN(CC1)CCN(C(OC(C)(C)C)=O)C)N(C)C (tert-Butyl 2-(4-butyl-4-(dimethylamino)piperidin-1-yl)ethyl(methyl)-carbamate). Yield: 113.0%. RXN SMILES: [CH3:1][N:2]([CH2:10][CH:11]=O)[C:3](=[O:9])[O:4][C:5]([CH3:8])([CH3:7])[CH3:6].Cl.Cl.[CH2:15]([C:19]1([N:25]([CH3:27])[CH3:26])[CH2:24][CH2:23][NH:22][CH2:21][CH2:20]1)[CH2:16][CH2:17][CH3:18].C([BH3-])#N.[Na+].CO.C(Cl)(Cl)Cl>CO.C(O)(=O)C>[CH2:15]([C:19]1([N:25]([CH3:27])[CH3:26])[CH2:24][CH2:23][N:22]([CH2:11][CH2:10][N:2]([CH3:1])[C:3](=[O:9])[O:4][C:5]([CH3:8])([CH3:7])[CH3:6])[CH2:21][CH2:20]1)[CH2:16][CH2:17][CH3:18] |f:1.2.3,4.5,6.7|. Reported procedure: A solution of 4.73 g (1 equiv.) of tert-butyl methyl(2-oxoethyl)carbamate in 20 ml of methanol was added at room temperature to a solution of 7 g (1 equiv.) of 4-butyl-N,N-dimethylpiperidine-4-amine bis hydrochloride in 50 ml of methanol, and the resulting reaction mixture was stirred for 50 minutes at room temperature. 3.43 g (2 equiv.) of sodium cyanoborohydride were added in portions to this reaction mixture, and stirring was then carried out for 12 hours at room temperature. The progress of ... RXN SMILES: [CH:1]1[C:14]2[C:5](=[CH:6][C:7]3[C:12]([C:13]=2[C:15]2[NH:16][C:17]4[C:18]([N:31]=2)=[C:19]2[C:24](=[C:25]5[C:30]=4[CH:29]=[CH:28][CH:27]=[N:26]5)[N:23]=[CH:22][CH:21]=[CH:20]2)=[CH:11][CH:10]=[CH:9][CH:8]=3)[CH:4]=[CH:3][CH:2]=1.[H-].[Na+].I[CH3:35].CO>CN(C)C=O>[CH3:35][N:31]1[C:18]2[C:17](=[C:30]3[C:25](=[C:24]4[C:19]=2[CH:20]=[CH:21][CH:22]=[N:23]4)[N:26]=[CH:27][CH:28]=[CH:29]3)[N:16]=[C:15]1[C:13]1[C:12]2[C:7]([CH:6]=[C:5]3[C:14]=1[CH:1]=[CH:2][CH:3]=[CH:4]3)=[CH:8][CH:9]=[CH:10][CH:11]=2 |f:1.2|. Procedure: A mixture of the 2-(9-anthryl)imidazo[4,5-f]-[1,10]phenanthroline (10 grams) and sodium hydride (11.5 grams) in 300 milliliters of dimethylformamide was stirred at ambient temperature (about 23° C.) for 30 minutes. Into the resulting mixture was added 18.7 grams of iodomethane. The reaction was stirred overnight at room temperature when 100 milliliters of methanol was added. The precipitate was collected by filtration, washed with water, and dried in a vacuum oven to give the crude product which... Reaction conditions: temperature 23 celsius, time 30 minute. Solvent: CN(C=O)C (dimethylformamide). The reactants are CO (methanol), C1=CC=CC2=CC3=CC=CC=C3C(=C12)C=1NC=2C(=C3C=CC=NC3=C3N=CC=CC23)N1 (2-(9-anthryl)imidazo[4,5-f]-[1,10]phenanthroline), [H-].[Na+] (sodium hydride), IC (iodomethane). Product: CN1C(=NC2=C3C=CC=NC3=C3N=CC=CC3=C21)C=2C1=CC=CC=C1C=C1C=CC=CC21 (1-Methyl-2-(9-anthryl)imidazo[4,5-f]-[1,10]phenanthroline). Reactants: COC(CS(=O)(=O)N1CCOCC1)=O ((Morpholine-4-sulfonyl)acetic acid methyl ester). Solvent: C1CCCCC1.C(C)(=O)OCC (cyclohexane ethyl acetate). Product: N1(CCOCC1)S(=O)(=O)CC(=O)O ((Morpholine-4-sulfonyl)-acetic acid). As a reaction SMILES: C[O:2][C:3](=[O:14])[CH2:4][S:5]([N:8]1[CH2:13][CH2:12][O:11][CH2:10][CH2:9]1)(=[O:7])=[O:6]>C1CCCCC1.C(OCC)(=O)C>[N:8]1([S:5]([CH2:4][C:3]([OH:14])=[O:2])(=[O:7])=[O:6])[CH2:9][CH2:10][O:11][CH2:12][CH2:13]1 |f:1.2|. Reported procedure: (Morpholine-4-sulfonyl)acetic acid methyl ester (0.5 g, 2.24 mmol) is dissolved in 0.66 N KOH aqueous ethanol solution (1/1, 150 mL) and the mixture is heated at reflux during 16 h. The solvent is evaporated and residue is extracted with dichloromethane/methanol 4:1 to yield the title compound.